This data is from the Open Reaction Database (ORD), a public repository of structured organic reaction records. The task is: describe an organic reaction: reactants, conditions, products, and yield Starting materials: C(C)N(C(OC(C)(C)C)=O)C1CCC(CC1)O (tert-butyl N-ethyl-N-(4-hydroxycyclohexyl)carbamate), C(C)N(C(OC(C)(C)C)=O)C1CCC(CC1)O (tert-butyl N-ethyl-N-(4-hydroxycyclohexyl)carbamate), [H-].[Na+] (sodium hydride), [Si](C)(C)(C(C)(C)C)OCC[C@@H]1C=2C=3C(=NC=NC3SC2CC1)Cl ((3R)-3-[2-[(tert-butyldimethylsilyl)oxy]ethyl]-12-chloro-7-thia-9,11-diazatricyclo[6.4.0.0[2,6]]dodeca-1(8),2(6),9,11-tetraene), [Si](C)(C)(C(C)(C)C)OCC[C@@H]1C=2C=3C(=NC=NC3SC2CC1)Cl ((3R)-3-[2-[(tert-butyldimethylsilyl)oxy]ethyl]-12-chloro-7-thia-9,11-diazatricyclo[6.4.0.0[2,6]]dodeca-1(8),2(6),9,11-tetraene). The solvent is O1CCCC1 (tetrahydrofuran), C1CCOC1 (THF). Reaction conditions: time 30 minute. The product is [Si](C)(C)(C(C)(C)C)OCC[C@@H]1C=2C=3C(=NC=NC3SC2CC1)OC1CCC(CC1)N(C(OC(C)(C)C)=O)CC (tert-butyl N-(4-[[(3R)-3-[2-[(tert-butyldimethylsilyl)oxy]ethyl]-7-thia-9,11-diazatricyclo[6.4.0.0[2,6]]dodeca-1(8),2(6),9,11-tetraen-12-yl]oxy]cyclohexyl)-N-ethylcarbamate). The yield is 91.0%. Reaction SMILES: [Si:1]([O:8][CH2:9][CH2:10][C@H:11]1[CH2:22][CH2:21][C:20]2[S:19][C:18]3[N:17]=[CH:16][N:15]=[C:14](Cl)[C:13]=3[C:12]1=2)([C:4]([CH3:7])([CH3:6])[CH3:5])([CH3:3])[CH3:2].[CH2:24]([N:26]([CH:34]1[CH2:39][CH2:38][CH:37]([OH:40])[CH2:36][CH2:35]1)[C:27](=[O:33])[O:28][C:29]([CH3:32])([CH3:31])[CH3:30])[CH3:25].[H-].[Na+]>O1CCCC1>[Si:1]([O:8][CH2:9][CH2:10][C@H:11]1[CH2:22][CH2:21][C:20]2[S:19][C:18]3[N:17]=[CH:16][N:15]=[C:14]([O:40][CH:37]4[CH2:38][CH2:39][CH:34]([N:26]([CH2:24][CH3:25])[C:27](=[O:33])[O:28][C:29]([CH3:30])([CH3:31])[CH3:32])[CH2:35][CH2:36]4)[C:13]=3[C:12]1=2)([C:4]([CH3:7])([CH3:6])[CH3:5])([CH3:3])[CH3:2] |f:2.3|. Reported procedure: For the preparation of the starting material compound 25.1, please refer to the experimental procedure for the synthesis of compound Example 25. To a solution of tert-butyl N-ethyl-N-(4-hydroxycyclohexyl)carbamate (intermediate 101.5, 322.68 mg, 1.33 mmol, 1.22 equiv) in distilled tetrahydrofuran (10 mL) was added sodium hydride (151.76 mg) slowly at 0° C. and the reaction mixture was stirred at room temperature for 30 min. Then (3R)-3-[2-[(tert-butyldimethylsilyl)oxy]ethyl]-12-chloro-7-thia-9,1...